This data is from the Open Reaction Database (ORD), a public repository of structured organic reaction records. The task is: describe an organic reaction: reactants, conditions, products, and yield As a reaction SMILES: [Br:1][CH2:2][CH2:3][CH2:4][CH2:5][CH2:6]Br.C(O)C.[S:11]([O-:14])([O-:13])=[O:12].[Na+:15].[Na+]>O>[Na+:15].[Br:1][CH2:2][CH2:3][CH2:4][CH2:5][CH2:6][S:11]([O-:14])(=[O:13])=[O:12] |f:2.3.4,6.7|. Solvent: O (water), O (water). Reactants: BrCCCCCBr (1,5-dibromopentane), C(C)O (ethanol), S(=O)([O-])[O-].[Na+].[Na+] (sodium sulfite). Yield: 44.8%. The product is [Na+].BrCCCCCS(=O)(=O)[O-] (5-bromopentylsulfonic acid sodium salt). Procedure details: To a solution of 1,5-dibromopentane (23.2 g, 101 mmol), ethanol (40 mL) and water (40 mL) was dropwise added a solution of sodium sulfite (4.24 g, 33.6 mmol) in water (15 mL) under heating under reflux over 2 hr. After heating under reflux for 2 hr, the solvent was distilled away under reduced pressure and n-hexane/ethanol was added. The precipitated crystals were washed with n-hexane and dried in vacuo to give the title compound (3.81 g, 45%). The reactants are C(C)(C)(C)OC(=O)N1CCC(CC1)OC1=CC(=C(C(=C1)C)C1=CC(=CC=C1)COC1=CC2=C([C@@H](CO2)CC(=O)OC)C=C1)C (methyl (S)-2-(6-((4′-((1-(tert-butoxycarbonyl)piperidin-4-yl)oxy)-2′,6′-dimethylbiphenyl-3-yl)methoxy)-2,3-dihydrobenzofuran-3-yl)acetate). Run in Cl (hydrochloric acid), O1CCOCC1 (dioxane). Product: CC1=C(C(=CC(=C1)OC1CCNCC1)C)C1=CC(=CC=C1)COC1=CC2=C([C@@H](CO2)CC(=O)OC)C=C1 ((S)-methyl 2-(6-((2′,6′-dimethyl-4′-(piperidin-4-yloxy)biphenyl-3-yl)methoxy)-2,3-dihydrobenzofuran-3-yl)acetate). Yield: 115.0%. RXN SMILES: C(OC([N:8]1[CH2:13][CH2:12][CH:11]([O:14][C:15]2[CH:20]=[C:19]([CH3:21])[C:18]([C:22]3[CH:27]=[CH:26][CH:25]=[C:24]([CH2:28][O:29][C:30]4[CH:43]=[CH:42][C:33]5[C@H:34]([CH2:37][C:38]([O:40][CH3:41])=[O:39])[CH2:35][O:36][C:32]=5[CH:31]=4)[CH:23]=3)=[C:17]([CH3:44])[CH:16]=2)[CH2:10][CH2:9]1)=O)(C)(C)C>Cl.O1CCOCC1>[CH3:21][C:19]1[CH:20]=[C:15]([O:14][CH:11]2[CH2:10][CH2:9][NH:8][CH2:13][CH2:12]2)[CH:16]=[C:17]([CH3:44])[C:18]=1[C:22]1[CH:27]=[CH:26][CH:25]=[C:24]([CH2:28][O:29][C:30]2[CH:43]=[CH:42][C:33]3[C@H:34]([CH2:37][C:38]([O:40][CH3:41])=[O:39])[CH2:35][O:36][C:32]=3[CH:31]=2)[CH:23]=1. Reported procedure: Methyl (S)-2-(6-((4′-((1-(tert-butoxycarbonyl)piperidin-4-yl)oxy)-2′,6′-dimethyl-biphenyl-3-yl)methoxy)-2,3-dihydrobenzofuran-3-yl)acetate 3j (75 mg, 0.13 mmol) was dissolved in 15 mL hydrochloric acid in dioxane. The reaction solution was reacted for 1 hour. The resulting solution was concentrated under reduced pressure to obtain the crude title compound (S)-methyl 2-(6-((2′,6′-dimethyl-4′-(piperidin-4-yloxy)biphenyl-3-yl)methoxy)-2,3-dihydrobenzofuran-3-yl)acetate 4a (75 mg), as a white solid ...